From a dataset of the Open Reaction Database (ORD), a public repository of structured organic reaction records. describe an organic reaction: reactants, conditions, products, and yield Starting materials: C1CCOC1, CO, CCOC(=O)c1ccc(F)cn1, [Na+], [OH-]. Yields the product O=C(O)c1ccc(F)cn1. Reaction SMILES: [CH2:15]1[O:16][CH2:17][CH2:18][CH2:19]1.[CH3:20][OH:21].[F:1][c:2]1[cH:3][cH:4][c:5]([C:8](=[O:9])[O:10][CH2:11][CH3:12])[n:6][cH:7]1.[Na+:14].[OH-:13]>>[F:1][c:2]1[cH:3][cH:4][c:5]([C:8](=[O:9])[OH:10])[n:6][cH:7]1.